The task is: describe an organic reaction: reactants, conditions, products, and yield. This data is from the Open Reaction Database (ORD), a public repository of structured organic reaction records. The reactants are C(C)(=O)OC(C)=O (acetic anhydride), C(C)OC=1C=C(C=O)C=CC1OCC (3,4-diethoxybenzaldehyde), C(C)(=O)NCC(=O)O (N-acetylglycine), C(C)(=O)[O-].[Na+] (sodium acetate). The solvent is O (water). Product: C(C)OC=1C=C(C=C2N=C(OC2=O)C)C=CC1OCC (4-(3,4-diethoxybenzylidene)-2-methyloxazol-5(4H)-one). The yield is 45.0%. RXN SMILES: C(OC(=O)C)(=O)C.[CH2:8]([O:10][C:11]1[CH:12]=[C:13]([CH:16]=[CH:17][C:18]=1[O:19][CH2:20][CH3:21])[CH:14]=O)[CH3:9].[C:22]([NH:25][CH2:26][C:27]([OH:29])=[O:28])(=O)[CH3:23].C([O-])(=O)C.[Na+]>O>[CH2:8]([O:10][C:11]1[CH:12]=[C:13]([CH:16]=[CH:17][C:18]=1[O:19][CH2:20][CH3:21])[CH:14]=[C:26]1[C:27](=[O:28])[O:29][C:22]([CH3:23])=[N:25]1)[CH3:9] |f:3.4|. Reported procedure: To acetic anhydride (193 ml) are added 3,4-diethoxybenzaldehyde (234.4 g), N-acetylglycine (95.4 g) and sodium acetate (49.5 g), and the mixture is heated under reflux for one hour, and the reaction mixture is allowed to stand for cooling. The reaction mixture is further allowed to stand in a refrigerator overnight, and then thereto is added water. The mixture is extracted with chloroform, and the extract is washed, dried and concentrated. The residue is crystallized from ethanol to give 4-(3,4-...